This data is from the Open Reaction Database (ORD), a public repository of structured organic reaction records. The task is: describe an organic reaction: reactants, conditions, products, and yield Reactants: CCOC(=O)c1cc(O)c2c(OC(C)C)ccc(Br)c2c1, CC(C)=O, COS(=O)(=O)OC, N. The product is CCOC(=O)c1cc(OC)c2c(OC(C)C)ccc(Br)c2c1. RXN SMILES: [CH2:1]([CH3:2])[O:3][C:4](=[O:5])[c:6]1[cH:7][c:8]2[c:9]([Br:21])[cH:10][cH:11][c:12]([O:17][CH:18]([CH3:19])[CH3:20])[c:13]2[c:14]([OH:16])[cH:15]1.[CH3:22][C:23](=[O:24])[CH3:25].[CH3:26][O:27][S:28]([O:29][CH3:30])(=[O:31])=[O:32].[NH3:33]>>[CH2:1]([CH3:2])[O:3][C:4](=[O:5])[c:6]1[cH:7][c:8]2[c:9]([Br:21])[cH:10][cH:11][c:12]([O:17][CH:18]([CH3:19])[CH3:20])[c:13]2[c:14]([O:16][CH3:22])[cH:15]1. Starting materials: C(C)[C@@H](C(=O)[O-])S(=O)(=NC(=O)C=1C=NC=C(C1)C#CC1=CC(=CC=C1)O)C1=CC=CC=C1 ((S)-Ethyl[N-({5-[(3-hydroxyphenyl)ethynyl]pyridin-3-yl}carbonyl)-S-phenylsulfonimidoyl]acetate), CN (methylamine). Yields the product OC=1C=C(C=CC1)C#CC=1C=NC=C(C(=O)N=S(C2=CC=CC=C2)(=O)CC(=O)NC)C1 (5-[(3-hydroxyphenyl)ethynyl]-N-{[2-(methylamino)-2-oxoethyl] (oxo)phenyl-λ6-sulfanylidene}nicotinamide). Isolated yield 90.2%. As a reaction SMILES: C([C@H:3]([S:7]([C:27]1[CH:32]=[CH:31][CH:30]=[CH:29][CH:28]=1)(=[N:9][C:10]([C:12]1[CH:13]=[N:14][CH:15]=[C:16]([C:18]#[C:19][C:20]2[CH:25]=[CH:24][CH:23]=[C:22]([OH:26])[CH:21]=2)[CH:17]=1)=[O:11])=[O:8])[C:4]([O-:6])=O)C.[CH3:33][NH2:34]>>[OH:26][C:22]1[CH:21]=[C:20]([C:19]#[C:18][C:16]2[CH:15]=[N:14][CH:13]=[C:12]([CH:17]=2)[C:10]([N:9]=[S:7]([CH2:3][C:4]([NH:34][CH3:33])=[O:6])(=[O:8])[C:27]2[CH:28]=[CH:29][CH:30]=[CH:31][CH:32]=2)=[O:11])[CH:25]=[CH:24][CH:23]=1. Reported procedure: In a manner similar to that described for Example 471, (S)-Ethyl[N-({5-[(3-hydroxyphenyl)ethynyl]pyridin-3-yl}carbonyl)-S-phenylsulfonimidoyl]acetate (50 mg, 0.11 mmol) and methylamine (2.0 M solution in MeOH, 0.5 mL, 1.0 mmol) were reacted to give the title compound as colorless oil (43 mg, 90%). Starting materials: CCC(CC)c1cc(C)nn2cc(C)nc12, CC#N, O=C1CCC(=O)N1I. Yields the product CCC(CC)c1cc(C)nn2c(I)c(C)nc12. Reaction SMILES: [CH2:1]([CH3:2])[CH:3]([CH2:4][CH3:5])[c:6]1[c:7]2[n:8]([n:9][c:10]([CH3:12])[cH:11]1)[cH:13][c:14]([CH3:16])[n:15]2.[CH3:25][C:26]#[N:27].[O:17]=[C:18]1[N:19]([I:24])[C:20](=[O:21])[CH2:22][CH2:23]1>>[CH2:1]([CH3:2])[CH:3]([CH2:4][CH3:5])[c:6]1[c:7]2[n:8]([n:9][c:10]([CH3:12])[cH:11]1)[c:13]([I:24])[c:14]([CH3:16])[n:15]2. Starting materials: BrC=1C=C(C(=NC1)CCCCN1N=NC=2C1=NC=C(C2)CC=2C=NC=CC2)C (3-[4-(5-bromo-3-methylpyrid-2-yl)butyl]-6-(pyrid-3-ylmethyl)-3H-1,2,3-triazolo[5,4-b]-pyridine), polyphosphoric acid, [OH-].[NH4+] (ammonium hydroxide). Conditions: time 40 minute. Product: BrC=1C=C(C(=NC1)CCCCNC1=NC=C(C=C1O)CC=1C=NC=CC1)C (2-[4-(5-Bromo-3-methylpyrid-2-yl)butylamino]-3-hydroxy-5-(pyrid-3-ylmethyl)pyridine). Reaction SMILES: [Br:1][C:2]1[CH:3]=[C:4]([CH3:28])[C:5]([CH2:8][CH2:9][CH2:10][CH2:11][N:12]2[C:16]3=[N:17][CH:18]=[C:19]([CH2:21][C:22]4[CH:23]=[N:24][CH:25]=[CH:26][CH:27]=4)[CH:20]=[C:15]3N=N2)=[N:6][CH:7]=1.[OH-:29].[NH4+]>>[Br:1][C:2]1[CH:3]=[C:4]([CH3:28])[C:5]([CH2:8][CH2:9][CH2:10][CH2:11][NH:12][C:16]2[C:15]([OH:29])=[CH:20][C:19]([CH2:21][C:22]3[CH:23]=[N:24][CH:25]=[CH:26][CH:27]=3)=[CH:18][N:17]=2)=[N:6][CH:7]=1 |f:1.2|. Procedure: A mixture of 3-[4-(5-bromo-3-methylpyrid-2-yl)butyl]-6-(pyrid-3-ylmethyl)-3H-1,2,3-triazolo[5,4-b]-pyridine (0.6 g) and polyphosphoric acid (ca. 6 g) was heated with stirring at 190°-200° C. for 40 minutes. The cooled residue was dissolved in aqueous ammonium hydroxide to give a solution of ca. pH 8 and extracted with chloroform (4×30 ml). The combined chloroform extracts were dried over magnesium sulphate, concentrated in vacuo and the residue was chromatographed on silica eluted with 7.5% v/v ... Reactants: COC(=O)C1C=CC(NC(=O)OC(C)(C)C)C1, C1CCOC1, C[Si](C)(C)[N-][Si](C)(C)C, CC(C)=O, [Li+]. The product is COC(=O)C1(C(C)(C)O)C=CC(NC(=O)OC(C)(C)C)C1. Reaction SMILES: [C:11]([CH3:12])([CH3:13])([CH3:14])[O:15][C:16](=[O:17])[NH:18][CH:19]1[CH:20]=[CH:21][CH:22]([C:24](=[O:25])[O:26][CH3:27])[CH2:23]1.[CH2:32]1[O:33][CH2:34][CH2:35][CH2:36]1.[CH3:1][Si:2]([CH3:3])([CH3:4])[N-:5][Si:6]([CH3:7])([CH3:8])[CH3:9].[CH3:28][C:29]([CH3:30])=[O:31].[Li+:10]>>[C:11]([CH3:12])([CH3:13])([CH3:14])[O:15][C:16](=[O:17])[NH:18][CH:19]1[CH:20]=[CH:21][C:22]([C:24](=[O:25])[O:26][CH3:27])([C:29]([CH3:28])([CH3:30])[OH:31])[CH2:23]1.